This data is from the Open Reaction Database (ORD), a public repository of structured organic reaction records. The task is: describe an organic reaction: reactants, conditions, products, and yield Starting materials: [Br-], C1CCOC1, [Cl-], Fc1ccc(C[Zn+])cc1F, CCOC(=O)C1=Cc2ccc(I)cc2OC1C(F)(F)F, [NH4+]. Yields the product CCOC(=O)C1=Cc2ccc(Cc3ccc(F)c(F)c3)cc2OC1C(F)(F)F. Reaction SMILES: [Br-:21].[CH2:34]1[O:35][CH2:36][CH2:37][CH2:38]1.[Cl-:32].[F:22][c:23]1[cH:24][c:25]([CH2:26][Zn+:27])[cH:28][cH:29][c:30]1[F:31].[I:1][c:2]1[cH:3][cH:4][c:5]2[c:10]([cH:11]1)[O:9][CH:8]([C:12]([F:13])([F:14])[F:15])[C:7]([C:16](=[O:17])[O:18][CH2:19][CH3:20])=[CH:6]2.[NH4+:33]>>[c:2]1([CH2:26][c:25]2[cH:24][c:23]([F:22])[c:30]([F:31])[cH:29][cH:28]2)[cH:3][cH:4][c:5]2[c:10]([cH:11]1)[O:9][CH:8]([C:12]([F:13])([F:14])[F:15])[C:7]([C:16](=[O:17])[O:18][CH2:19][CH3:20])=[CH:6]2. The reactants are CC1=C(N=CN1C(C1=CC=CC=C1)(C1=CC=CC=C1)C1=CC=CC=C1)/C=C/C(=O)C1=CC2=CC=CC=C2C=C1 ((E)-3-[5-methyl-1-(triphenylmethyl)-1H-imidazol-4-yl]-1- (2-naphthalenyl)-2-propen-1-one), C(\C=C/C(=O)[O-])(=O)[O-] (maleate). Product: C(\C=C/C(=O)O)(=O)O.CC1=C(N=CN1)/C=C/C(=O)C1=CC2=CC=CC=C2C=C1 ((E)-3-(5-Methyl-1H-imidazol-4-yl)-1-(2-naphthalenyl)-2-propen-1-one maleate). Reaction SMILES: [CH3:1][C:2]1[N:6](C(C2C=CC=CC=2)(C2C=CC=CC=2)C2C=CC=CC=2)[CH:5]=[N:4][C:3]=1/[CH:26]=[CH:27]/[C:28]([C:30]1[CH:39]=[CH:38][C:37]2[C:32](=[CH:33][CH:34]=[CH:35][CH:36]=2)[CH:31]=1)=[O:29].[C:40]([O-:47])(=[O:46])/[CH:41]=[CH:42]\[C:43]([O-:45])=[O:44]>>[C:40]([OH:47])(=[O:46])/[CH:41]=[CH:42]\[C:43]([OH:45])=[O:44].[CH3:1][C:2]1[NH:6][CH:5]=[N:4][C:3]=1/[CH:26]=[CH:27]/[C:28]([C:30]1[CH:39]=[CH:38][C:37]2[C:32](=[CH:33][CH:34]=[CH:35][CH:36]=2)[CH:31]=1)=[O:29] |f:2.3|. Procedure details: The deprotection of (E)-3-[5-methyl-1-(triphenylmethyl)-1H-imidazol-4-yl]-1- (2-naphthalenyl)-2-propen-1-one (1.25 g) followed by maleate formation gave the title compound (0.75 g), m.p. 190°-191° (decomp.). The reactants are ClCCCBr, CC(C)=O, COCCC1CCNCC1, Cl, [Na+], [OH-]. The product is COCCC1CCN(CCCCl)CC1. RXN SMILES: [Br:14][CH2:15][CH2:16][CH2:17][Cl:18].[CH3:19][C:20](=[O:21])[CH3:22].[CH3:2][O:3][CH2:4][CH2:5][CH:6]1[CH2:7][CH2:8][NH:9][CH2:10][CH2:11]1.[ClH:1].[Na+:13].[OH-:12]>>[CH3:2][O:3][CH2:4][CH2:5][CH:6]1[CH2:7][CH2:8][N:9]([CH2:15][CH2:16][CH2:17][Cl:18])[CH2:10][CH2:11]1. The reactants are C(C)C1(C(CCCC1O)(C(C(=O)[O-])C(=O)[O-])CC)C1=CC=CC=C1 (diethyl-2-(SR)-phenyl-3-(SR)-hydroxy-(SR)-cyclohexylmalonate), [OH-].[Na+] (sodium hydroxide), Cl (HCl). The solvent is C1CCOC1 (THF), O (water), O (water). Run at temperature 70 celsius. Product: C1(=CC=CC=C1)C1C(CCCC1O)C(C(=O)O)C(=O)O (2-(SR)-Phenyl-3-(SR)-hydroxy-(SR)-cyclohexylmalonic acid). The yield is 96.7%. As a reaction SMILES: C([C:3]1([C:19]2[CH:24]=[CH:23][CH:22]=[CH:21][CH:20]=2)[CH:8]([OH:9])[CH2:7][CH2:6][CH2:5][C:4]1(CC)[CH:10]([C:14]([O-:16])=[O:15])[C:11]([O-:13])=[O:12])C.[OH-].[Na+].Cl>C1COCC1.O>[C:19]1([CH:3]2[CH:8]([OH:9])[CH2:7][CH2:6][CH2:5][CH:4]2[CH:10]([C:14]([OH:16])=[O:15])[C:11]([OH:13])=[O:12])[CH:24]=[CH:23][CH:22]=[CH:21][CH:20]=1 |f:1.2|. Procedure details: A solution of 0.87 g (2.6 mmole) of diethyl-2-(SR)-phenyl-3-(SR)-hydroxy-(SR)-cyclohexylmalonate in 12 mL of THF and 7 mL of water was treated with 3.1 mL (7.8 mmole) of 10% aqueous sodium hydroxide and the mixture was heated in an oil bath at 70° C. under nitrogen for 24 hr. The mixture was cooled, 10 mL of water was added and the pH was adjusted to 2 with 2N aqueous HCl. The mixture was extracted with 3×35 mL of ethyl acetate, and the organic layer was dried with magnesium sulfate, filtered an... The reactants are NC1=NC=CC(=N1)NCCNC1=NC(=NC(=C1)Cl)N (N4-{2-[(2-aminopyrimidin-4-yl)amino]ethyl}-6-chloropyrimidine-2,4-diamine), C(=C\C1=CC=CC=C1)/B(O)O ((E)-styrylboronic acid). Yields the product NC1=NC=CC(=N1)NCCNC1=NC(=NC(=C1)\C=C\C1=CC=CC=C1)N (N4-{2-[(2-aminopyrimidin-4-yl)amino]ethyl}-6-[(E)-2-phenylvinyl]pyrimidine-2,4-diamine). As a reaction SMILES: [NH2:1][C:2]1[N:7]=[C:6]([NH:8][CH2:9][CH2:10][NH:11][C:12]2[CH:17]=[C:16](Cl)[N:15]=[C:14]([NH2:19])[N:13]=2)[CH:5]=[CH:4][N:3]=1.[CH:20](/B(O)O)=[CH:21]\[C:22]1[CH:27]=[CH:26][CH:25]=[CH:24][CH:23]=1>>[NH2:1][C:2]1[N:7]=[C:6]([NH:8][CH2:9][CH2:10][NH:11][C:12]2[CH:17]=[C:16](/[CH:20]=[CH:21]/[C:22]3[CH:27]=[CH:26][CH:25]=[CH:24][CH:23]=3)[N:15]=[C:14]([NH2:19])[N:13]=2)[CH:5]=[CH:4][N:3]=1. Procedure details: The product of Example 6A (57 mg, 0.203 mmol) and (E)-styrylboronic acid (33 mg, 0.223 mmol) were treated under the conditions described in Example 6B to afford the title compound. 1H NMR (300 MHz, DMSO-d6) δ ppm 7.48-7.65 (m, 4H) 7.26-7.43 (m, 3H) 6.76-7.02 (m, J=15.86 Hz, 3H) 5.80-5.94 (m, 5H) 5.74 (d, J=5.95 Hz, 1H) 3.34-3.43 (m, 4H); MS (ESI+) m/z 349.0 (M+H)+. Reactants: N (ammonia), C1=CC=CC=2C(C3=C(C=CC21)C=CC=C3)C3CCNCC3 (4-(5H-dibenzo[a,d]cyclohepten-5-yl)piperidine), mercuric chloride, CC(=O)C (acetone), [Al] (aluminum). Run in CO (methanol), CO (methanol). Run at time 48 hour. Yields the product C1=CC=CC=2C(C3=C(C=CC21)C=CC=C3)C3CCN(CC3)C(C)C (4-(5H-Dibenzo[a,d]cyclohepten-5-yl)-1-isopropylpiperidine). Reaction SMILES: [CH:1]1[C:11]2[CH:10]=[CH:9][C:8]3[CH:12]=[CH:13][CH:14]=[CH:15][C:7]=3[CH:6]([CH:16]3[CH2:21][CH2:20][NH:19][CH2:18][CH2:17]3)[C:5]=2[CH:4]=[CH:3][CH:2]=1.[CH3:22][C:23]([CH3:25])=O.[Al].N>CO>[CH:12]1[C:8]2[CH:9]=[CH:10][C:11]3[CH:1]=[CH:2][CH:3]=[CH:4][C:5]=3[CH:6]([CH:16]3[CH2:17][CH2:18][N:19]([CH:23]([CH3:25])[CH3:22])[CH2:20][CH2:21]3)[C:7]=2[CH:15]=[CH:14][CH:13]=1. Reported procedure: 0.50 gram (1.8 millimoles) of 4-(5H-dibenzo[a,d]cyclohepten-5-yl)piperidine (prepared in a manner described in the preceding example), 3.96 grams (68.1 millimoles) of acetone and 5 milliliters of methanol were warmed gently to start dissolution. To this was added 0.30 gram (11 millimoles) of aluminum bits and a catalytic amount (0.01 gram; 0.04 millimole) of mercuric chloride and the resulting mixture stirred for 2.5 hours. A TLC analysis of the reaction mixture showed presence of some but minor...